This data is from the Open Reaction Database (ORD), a public repository of structured organic reaction records. The task is: describe an organic reaction: reactants, conditions, products, and yield Starting materials: BrC1=C(N=C(O1)C1CC1)C(=O)OC (methyl 5-bromo-2-cyclopropyloxazole-4-carboxylate), CC(C)C[AlH]CC(C)C (DIBAL-H). The solvent is O1CCCC1 (tetrahydrofuran). Run at temperature -78 celsius, time 15 minute. Yields the product BrC1=C(N=C(O1)C1CC1)C(=O)OCC (ethyl 5-bromo-2-cyclopropyloxazole-4-carboxylate). Yield: 66.0%. As a reaction SMILES: [Br:1][C:2]1[O:6][C:5]([CH:7]2[CH2:9][CH2:8]2)=[N:4][C:3]=1[C:10]([O:12][CH3:13])=[O:11].[CH3:14]C(C[AlH]CC(C)C)C>O1CCCC1>[Br:1][C:2]1[O:6][C:5]([CH:7]2[CH2:9][CH2:8]2)=[N:4][C:3]=1[C:10]([O:12][CH2:13][CH3:14])=[O:11]. Procedure details: Into a 5000-mL 3-necked round-bottom flask purged and maintained with an inert atmosphere of nitrogen was placed a solution of methyl 5-bromo-2-cyclopropyloxazole-4-carboxylate (120 g, 487.80 mmol, 1.00 equiv.) in tetrahydrofuran (1200 mL). This was followed by the addition of DIBAL-H (1200 mL, 4.00 equiv., 25%) dropwise with stirring at −78° C. over 15 minutes. The resulting solution was stirred for 2 hours at −78˜−10° C., then quenched by the addition of 2000 mL of 2N HCl. The resulting soluti... Starting materials: COC1=NC=2C=C(C(=C(C2N=C1OC)C(=O)Cl)C)[N+](=O)[O-] (2,3-Dimethoxy-6-methyl-7-nitro-quinoxaline-5-carbonyl chloride), NC1=CC=CC=C1 (aniline). Reaction conditions: time 40 hour. The product is C1(=CC=CC=C1)NC(=O)C=1C=2N=C(C(=NC2C=C(C1C)[N+](=O)[O-])OC)OC (2,3-Dimethoxy-6-methyl-7-nitro-quinoxaline-5-carboxylic acid phenylamide). As a reaction SMILES: [CH3:1][O:2][C:3]1[C:12]([O:13][CH3:14])=[N:11][C:10]2[C:9]([C:15](Cl)=[O:16])=[C:8]([CH3:18])[C:7]([N+:19]([O-:21])=[O:20])=[CH:6][C:5]=2[N:4]=1.[NH2:22][C:23]1[CH:28]=[CH:27][CH:26]=[CH:25][CH:24]=1>>[C:23]1([NH:22][C:15]([C:9]2[C:10]3[N:11]=[C:12]([O:13][CH3:14])[C:3]([O:2][CH3:1])=[N:4][C:5]=3[CH:6]=[C:7]([N+:19]([O-:21])=[O:20])[C:8]=2[CH3:18])=[O:16])[CH:28]=[CH:27][CH:26]=[CH:25][CH:24]=1. Reported procedure: Prepared from 2,3-dimethoxy-6-methyl-7-nitro-quinoxaline-5-carbonyl chloride (13) 250 mg (0.80 mmol) and aniline 80 μL (0.84 mmol). Reaction was continued for 40 hours, and the crude product was eluted through a flash column (3:2 hexanes:ethyl acetate), 180 mg (62%), mp 238-240° C.; 1 H NMR (CDCl3): δ 8.34 (s, 1H), 7.81 (d, 2H, J=8.8 Hz), 7.69 (s, 1H), 7.35 (t, 2H, J=7.6, 8.5 Hz), 7.11 (t, 1H, J=6.3, J=7.3 Hz), 4.17 (s, 3H), 4.02 (s, 3H), 2.58 (s, 3H); MS (APCI): m/z 369 (M+H).